From a dataset of the Open Reaction Database (ORD), a public repository of structured organic reaction records. describe an organic reaction: reactants, conditions, products, and yield Reactants: ClC=1C(=C(C(=CC1)F)C=1C(NN=C(C1C1=CC=C(C=C1)Cl)C)=O)F (4-(3-chloro-2,6-difluorophenyl)-5-(4-chlorophenyl)-6-methyl-2H-pyridazin-3-one), P(=O)(Cl)(Cl)Cl (phosphorus oxychloride). Reaction conditions: temperature 110 celsius, time 1 hour. Yields the product ClC=1N=NC(=C(C1C1=C(C(=CC=C1F)Cl)F)C1=CC=C(C=C1)Cl)C (3-chloro-4-(3-chloro-2,6-difluorophenyl)-5-(4-chlorophenyl)-6-methylpyridazine). Isolated yield 95.2%. RXN SMILES: [Cl:1][C:2]1[C:3]([F:24])=[C:4]([C:9]2[C:10](=O)[NH:11][N:12]=[C:13]([CH3:22])[C:14]=2[C:15]2[CH:20]=[CH:19][C:18]([Cl:21])=[CH:17][CH:16]=2)[C:5]([F:8])=[CH:6][CH:7]=1.P(Cl)(Cl)([Cl:27])=O>>[Cl:27][C:10]1[N:11]=[N:12][C:13]([CH3:22])=[C:14]([C:15]2[CH:20]=[CH:19][C:18]([Cl:21])=[CH:17][CH:16]=2)[C:9]=1[C:4]1[C:5]([F:8])=[CH:6][CH:7]=[C:2]([Cl:1])[C:3]=1[F:24]. Reported procedure: 1.33 g of 4-(3-chloro-2,6-difluorophenyl)-5-(4-chlorophenyl)-6-methyl-2H-pyridazin-3-one and 10 g of phosphorus oxychloride were mixed and stirred at 110° C. for 1 hour. The reaction mixture was allowed to cool down to room temperature and concentrated under reduced pressure. To the residue was added ethyl acetate and ice water, and was separated to two layer. The organic layer was washed sequentially with water and saturated brine, and dried over anhydrous sodium sulfate, then, concentrated und... The reactants are CCN(CC)C1CCCCNC1, CCCO, O=C1Nc2cccnc2N(C(=O)CCl)c2ccccc21. Product: CCN(CC)C1CCCCN(CC(=O)N2c3ccccc3C(=O)Nc3cccnc32)C1. Reaction SMILES: [CH2:21]([CH3:22])[N:23]([CH:24]1[CH2:25][NH:26][CH2:27][CH2:28][CH2:29][CH2:30]1)[CH2:31][CH3:32].[CH2:33]([OH:34])[CH2:35][CH3:36].[Cl:1][CH2:2][C:3](=[O:4])[N:5]1[c:6]2[c:7]([cH:17][cH:18][cH:19][n:20]2)[NH:8][C:9](=[O:16])[c:10]2[c:11]1[cH:12][cH:13][cH:14][cH:15]2>>[CH2:2]([C:3](=[O:4])[N:5]1[c:6]2[c:7]([cH:17][cH:18][cH:19][n:20]2)[NH:8][C:9](=[O:16])[c:10]2[c:11]1[cH:12][cH:13][cH:14][cH:15]2)[N:26]1[CH2:25][CH:24]([N:23]([CH2:21][CH3:22])[CH2:31][CH3:32])[CH2:30][CH2:29][CH2:28][CH2:27]1. Reactants: Cl[Si](Cl)(Cl)Cl (tetrachlorosilane), CN(C)CCN(C)C (TMEDA), C=CC1=CC=CC=C1 (styrene), C=CC1=CC=CC=C1 (styrene), C=CC(C)=C (isoprene), C=CC(C)=C (isoprene), C(CCC)[Li] (n-butyllithium), C=CC(C)=C (isoprene). The solvent is C1CCCCC1 (cyclohexane). Reaction conditions: temperature 40 celsius, time 1 hour. Product: C=CC1=CC=CC=C1.C=CC(C)=C.C=CC1=CC=CC=C1 (styrene-isoprene-styrene). As a reaction SMILES: CN(CCN(C)C)C.[CH2:9]=[CH:10][C:11]1[CH:16]=[CH:15][CH:14]=[CH:13][CH:12]=1.C([Li])CCC.[CH2:22]=[CH:23][C:24](=[CH2:26])[CH3:25].Cl[Si](Cl)(Cl)Cl>C1CCCCC1>[CH2:9]=[CH:10][C:11]1[CH:16]=[CH:15][CH:14]=[CH:13][CH:12]=1.[CH2:22]=[CH:23][C:24](=[CH2:25])[CH3:26].[CH2:9]=[CH:10][C:11]1[CH:16]=[CH:15][CH:14]=[CH:13][CH:12]=1 |f:6.7.8|. Procedure details: Ina pressure resistant reactor, 23.3 kg of cyclohexane, 4.00 millimoles of TMEDA, and 1.33 kg of styrene were added, and while the mixture was stirred at 40° C., 134.4 millimoles of n-butyllithium was added thereto. While the temperature was elevated to 50° C., polymerization was carried out for one hour. The polymerization conversion ratio for styrene was 100% by weight. Subsequently, while the temperature was controlled to be maintained at 50° C. to 60° C., 7.00 kg of isoprene was continuously... Reactants: [OH-].[Na+] (sodium hydroxide), C(C1=CC=CC=C1)(=O)OC(C)C=1SC(=C(N1)C1=CC(=CC=C1)C)C1=CC(=NC=C1)NC(CC)=O (1-[4-(3-methylphenyl)-5-(2-propionylamino-4-pyridyl)-1,3-thiazol-2-yl]ethyl benzoate). Run in CO (methanol), O1CCCC1 (tetrahydrofuran). Reaction conditions: time 30 minute. Yields the product OC(C)C=1SC(=C(N1)C1=CC(=CC=C1)C)C1=CC(=NC=C1)NC(CC)=O (N-[4-[2-(1-hydroxyethyl)-4-(3-methylphenyl)-1,3-thiazol-5-yl]-2-pyridyl]propionamide). The yield is 88.1%. As a reaction SMILES: [OH-].[Na+].C([O:11][CH:12]([C:14]1[S:15][C:16]([C:26]2[CH:31]=[CH:30][N:29]=[C:28]([NH:32][C:33](=[O:36])[CH2:34][CH3:35])[CH:27]=2)=[C:17]([C:19]2[CH:24]=[CH:23][CH:22]=[C:21]([CH3:25])[CH:20]=2)[N:18]=1)[CH3:13])(=O)C1C=CC=CC=1>CO.O1CCCC1>[OH:11][CH:12]([C:14]1[S:15][C:16]([C:26]2[CH:31]=[CH:30][N:29]=[C:28]([NH:32][C:33](=[O:36])[CH2:34][CH3:35])[CH:27]=2)=[C:17]([C:19]2[CH:24]=[CH:23][CH:22]=[C:21]([CH3:25])[CH:20]=2)[N:18]=1)[CH3:13] |f:0.1|. Procedure: An 1N aqueous sodium hydroxide solution was added dropwise to a solution of 1-[4-(3-methylphenyl)-5-(2-propionylamino-4-pyridyl)-1,3-thiazol-2-yl]ethyl benzoate (1.63 g, 3.46 mmol) in methanol (5 mL) and tetrahydrofuran (20 mL) at 0° C. and the reaction mixture was allowed to warm up to room temperature. The resulting mixture was stirred at room temperature for 30 minutes and the solvent was removed under reduced pressure. The residue was treated with aqueous sodium hydrogen carbonate solution a... Starting materials: BrB(Br)Br, COc1ccc2cc(-c3cccc(Cl)c3)n(CC(=O)NC(C)C)c(=O)c2c1, ClCCl. Yields the product CC(C)NC(=O)Cn1c(-c2cccc(Cl)c2)cc2ccc(O)cc2c1=O. RXN SMILES: [B:28]([Br:29])([Br:30])[Br:31].[Cl:1][c:2]1[cH:3][c:4](-[c:8]2[n:9]([CH2:21][C:22](=[O:23])[NH:24][CH:25]([CH3:26])[CH3:27])[c:10](=[O:20])[c:11]3[cH:12][c:13]([O:18][CH3:19])[cH:14][cH:15][c:16]3[cH:17]2)[cH:5][cH:6][cH:7]1.[Cl:32][CH2:33][Cl:34]>>[Cl:1][c:2]1[cH:3][c:4](-[c:8]2[n:9]([CH2:21][C:22](=[O:23])[NH:24][CH:25]([CH3:26])[CH3:27])[c:10](=[O:20])[c:11]3[cH:12][c:13]([OH:18])[cH:14][cH:15][c:16]3[cH:17]2)[cH:5][cH:6][cH:7]1. The reactants are C(C)(C)(C)OC(NC1=C(C=C(C=C1)C#CC1=C(C=CC=C1)F)[N+](=O)[O-])=O ([4-(2-fluoro-phenylethynyl)-2-nitro-phenyl]-carbamic acid tert.-butyl ester), O.O.Cl[Sn]Cl (SnCl2.2H2O). Yields the product C(C)(C)(C)OC(NC1=C(C=C(C=C1)C#CC1=C(C=CC=C1)F)N)=O ([2-Amino-4-(2-fluoro-phenylethynyl)-phenyl]-carbamic acid tert.-butyl ester). Yield: 116.0%. Reaction SMILES: [C:1]([O:5][C:6](=[O:26])[NH:7][C:8]1[CH:13]=[CH:12][C:11]([C:14]#[C:15][C:16]2[CH:21]=[CH:20][CH:19]=[CH:18][C:17]=2[F:22])=[CH:10][C:9]=1[N+:23]([O-])=O)([CH3:4])([CH3:3])[CH3:2].O.O.Cl[Sn]Cl>>[C:1]([O:5][C:6](=[O:26])[NH:7][C:8]1[CH:13]=[CH:12][C:11]([C:14]#[C:15][C:16]2[CH:21]=[CH:20][CH:19]=[CH:18][C:17]=2[F:22])=[CH:10][C:9]=1[NH2:23])([CH3:4])([CH3:2])[CH3:3] |f:1.2.3|. Procedure: Prepared from [4-(2-fluoro-phenylethynyl)-2-nitro-phenyl]-carbamic acid tert.-butyl ester (Example F10) (713 mg, 2 mmol) by reduction with SnCl2.2H2O (2.26 g, 10 mmol) according to the general procedure G (method b). Obtained as an orange solid (757 mg).